Dataset: the Open Reaction Database (ORD), a public repository of structured organic reaction records. Task: describe an organic reaction: reactants, conditions, products, and yield The reactants are BrC1C(C2=CC=C(C=C2C1)Cl)=O (2-bromo-5-chloroindan-1-one), C(C)(=S)N (thioacetamide). Solvent: CC(=O)C (acetone). Run at time 2 hour. Yields the product Cl.ClC1=CC=2CC3=C(N=C(S3)C)C2C=C1 (6-chloro-2-methyl-8H-indeno[1,2-d]thiazole hydrochloride). RXN SMILES: Br[CH:2]1[CH2:10][C:9]2[C:4](=[CH:5][CH:6]=[C:7]([Cl:11])[CH:8]=2)[C:3]1=O.[C:13]([NH2:16])(=[S:15])[CH3:14]>CC(C)=O>[ClH:11].[Cl:11][C:7]1[CH:6]=[CH:5][C:4]2[C:3]3[N:16]=[C:13]([CH3:14])[S:15][C:2]=3[CH2:10][C:9]=2[CH:8]=1 |f:3.4|. Procedure: 1 g of 2-bromo-5-chloroindan-1-one is stirred with 0.31 g of thioacetamide in 100 ml of acetone at room temperature for 5 h. The precipitate is filtered off with suction, washed with acetone and dried in vacuo. The hydrobromide is suspended in ethyl acetate and neutralized with triethylamine, and the ethyl acetate solution is washed with water, dried over sodium sulfate, filtered and concentrated in vacuo. The free base is dissolved in tetrahydrofuran, and an excess of ethereal HCl is added to t... Yields the product O=C(O)C(=O)O, Fc1ccc(C(=C2CCN(CCCOc3ccccc3)CC2)c2ccc(F)cc2)cc1. The reactants are O=C([O-])C(=O)[O-], CO, Cl, OC(c1ccc(F)cc1)(c1ccc(F)cc1)C1CCN(CCCOc2ccccc2)CC1, [Na+], [OH-], O. RXN SMILES: [C:36]([C:37](=[O:38])[O-:39])(=[O:40])[O-:41].[CH3:42][OH:43].[ClH:33].[F:1][c:2]1[cH:3][cH:4][c:5]([C:8]([OH:9])([CH:10]2[CH2:11][CH2:12][N:13]([CH2:16][CH2:17][CH2:18][O:19][c:20]3[cH:21][cH:22][cH:23][cH:24][cH:25]3)[CH2:14][CH2:15]2)[c:26]2[cH:27][cH:28][c:29]([F:32])[cH:30][cH:31]2)[cH:6][cH:7]1.[Na+:35].[OH-:34].[OH2:44]>>[C:36]([C:37](=[O:38])[OH:39])(=[O:40])[OH:41].[F:1][c:2]1[cH:3][cH:4][c:5]([C:8](=[C:10]2[CH2:11][CH2:12][N:13]([CH2:16][CH2:17][CH2:18][O:19][c:20]3[cH:21][cH:22][cH:23][cH:24][cH:25]3)[CH2:14][CH2:15]2)[c:26]2[cH:27][cH:28][c:29]([F:32])[cH:30][cH:31]2)[cH:6][cH:7]1. The reactants are CSC1=CC=C(S1)C1=NC=NC2=CC=C(C=C12)C=1C(=NN(C1)C(C1=CC=CC=C1)(C1=CC=CC=C1)C1=CC=CC=C1)C1=CC=C(C(=O)OC)C=C1 (methyl 4-{4-[4-(5-methylsulfanylthiophen-2-yl)quinazolin-6-yl]-1-trityl-1H-pyrazol-3-yl}benzoate), CSC1=CC=C(S1)C1=NC=NC2=CC=C(C=C12)C=1C(=NN(C1)C(C1=CC=CC=C1)(C1=CC=CC=C1)C1=CC=CC=C1)C1=CC=C(C(=O)OCC)C=C1 (ethyl 4-{4-[4-(5-methylsulfanylthiophen-2-yl)quinazolin-6-yl]-1-trityl-1H-pyrazol-3-yl}benzoate). The product is CSC1=CC=C(S1)C1=NC=NC2=CC=C(C=C12)C=1C(=NN(C1)C(C1=CC=CC=C1)(C1=CC=CC=C1)C1=CC=CC=C1)C1=CC=C(C=C1)CO ((4-{4-[4-(5-Methylsulfanylthiophen-2-yl)quinazolin-6-yl]-1-trityl-1H-pyrazol-3-yl}phenyl)methanol), mixture. Reaction SMILES: [CH3:1][S:2][C:3]1[S:7][C:6]([C:8]2[C:17]3[C:12](=[CH:13][CH:14]=[C:15]([C:18]4[C:19]([C:42]5[CH:51]=[CH:50][C:45]([C:46](OC)=[O:47])=[CH:44][CH:43]=5)=[N:20][N:21]([C:23]([C:36]5[CH:41]=[CH:40][CH:39]=[CH:38][CH:37]=5)([C:30]5[CH:35]=[CH:34][CH:33]=[CH:32][CH:31]=5)[C:24]5[CH:29]=[CH:28][CH:27]=[CH:26][CH:25]=5)[CH:22]=4)[CH:16]=3)[N:11]=[CH:10][N:9]=2)=[CH:5][CH:4]=1.CSC1SC(C2C3C(=CC=C(C4C(C5C=CC(C(OCC)=O)=CC=5)=NN(C(C5C=CC=CC=5)(C5C=CC=CC=5)C5C=CC=CC=5)C=4)C=3)N=CN=2)=CC=1>>[CH3:1][S:2][C:3]1[S:7][C:6]([C:8]2[C:17]3[C:12](=[CH:13][CH:14]=[C:15]([C:18]4[C:19]([C:42]5[CH:43]=[CH:44][C:45]([CH2:46][OH:47])=[CH:50][CH:51]=5)=[N:20][N:21]([C:23]([C:30]5[CH:31]=[CH:32][CH:33]=[CH:34][CH:35]=5)([C:24]5[CH:29]=[CH:28][CH:27]=[CH:26][CH:25]=5)[C:36]5[CH:41]=[CH:40][CH:39]=[CH:38][CH:37]=5)[CH:22]=4)[CH:16]=3)[N:11]=[CH:10][N:9]=2)=[CH:5][CH:4]=1. Procedure details: 126 mg of the title compound was obtained as a yellow solid by the same method as in Example 359 from 238 mg mixture of methyl 4-{4-[4-(5-methylsulfanylthiophen-2-yl)quinazolin-6-yl]-1-trityl-1H-pyrazol-3-yl}benzoate and ethyl 4-{4-[4-(5-methylsulfanylthiophen-2-yl)quinazolin-6-yl]-1-trityl-1H-pyrazol-3-yl}benzoate obtained in the synthesis process in Example 771. Starting materials: FC(C(C)(O)C1=CC=C(C=C1)N1[C@H](CN(CC1)S(=O)(=O)C=1SC=CC1)CNC(C)C)(F)F (1,1,1-trifluoro-2-(4-((2S)-2-(((1-methylethyl)amino)methyl)-4-(2-thiophenylsulfonyl)-1-piperazinyl)phenyl)-2-propanol), CCN(C(C)C)C(C)C (Hünig's base), CN(S(=O)(=O)Cl)C (dimethylsulfamoyl chloride). Reagents/catalysts: CN(C1=CC=NC=C1)C (4-dimethylaminopyridine). Solvent: N1=CC=CC=C1 (pyridine). Reaction conditions: temperature 80 celsius. The product is CN(S(=O)(=O)N(C[C@@H]1N(CCN(C1)S(=O)(=O)C=1SC=CC1)C1=CC=C(C=C1)C(C(F)(F)F)(C)O)C(C)C)C (N,N-dimethyl-N′-(1-methylethyl)-N′-(((2R)-4-(2-thiophenylsulfonyl)-1-(4-(2,2,2-trifluoro-1-hydroxy-1-methylethyl)phenyl)-2-piperazinyl)methyl)sulfamide). The yield is 8.2%. RXN SMILES: [F:1][C:2]([F:32])([F:31])[C:3]([C:6]1[CH:11]=[CH:10][C:9]([N:12]2[CH2:17][CH2:16][N:15]([S:18]([C:21]3[S:22][CH:23]=[CH:24][CH:25]=3)(=[O:20])=[O:19])[CH2:14][C@@H:13]2[CH2:26][NH:27][CH:28]([CH3:30])[CH3:29])=[CH:8][CH:7]=1)([OH:5])[CH3:4].CCN(C(C)C)C(C)C.[CH3:42][N:43]([CH3:48])[S:44](Cl)(=[O:46])=[O:45]>N1C=CC=CC=1.CN(C)C1C=CN=CC=1>[CH3:42][N:43]([CH3:48])[S:44]([N:27]([CH:28]([CH3:29])[CH3:30])[CH2:26][C@H:13]1[CH2:14][N:15]([S:18]([C:21]2[S:22][CH:23]=[CH:24][CH:25]=2)(=[O:20])=[O:19])[CH2:16][CH2:17][N:12]1[C:9]1[CH:8]=[CH:7][C:6]([C:3]([OH:5])([CH3:4])[C:2]([F:1])([F:31])[F:32])=[CH:11][CH:10]=1)(=[O:46])=[O:45]. Procedure: To a solution of 1,1,1-trifluoro-2-(4-((2S)-2-(((1-methylethyl)amino)methyl)-4-(2-thiophenylsulfonyl)-1-piperazinyl)phenyl)-2-propanol (0.100 g, 0.203 mmol, Example 195, Step 1) in pyridine (3.0 mL) was added 4-dimethylaminopyridine (5.0 mg, 0.040 mmol), Hünig's base (0.1 mL, 0.6 mmol), and dimethylsulfamoyl chloride (0.05 mL, 0.4 mmol, Aldrich, St. Louis, Mo.). The resulting mixture was heated at 80° C. for 6 h. The reaction mixture was allowed to cool to room temperature and then partitioned b... The reactants are N(=NC(C#N)(C)C)C(C#N)(C)C (2,2′-azobisisobutyronitrile), Cl (HCl), [PH2](=O)O (hypophosphorous acid), IC1C(OCC1)=O (3-iodo-dihydrofuran-2(3H)-one), C(CC=C)O (but-3-en-1-ol), solution, C(C)B(CC)CC (triethylborane), CCO (EtOH), C(=O)(O)[O-].[Na+] (NaHCO3). The solvent is O (water). Run at time 2 hour. Product: OCCCCC1C(OCC1)=O (3-(4-hydroxybutyl)dihydrofuran-2(3H)-one). Isolated yield 33.0%. Reaction SMILES: I[CH:2]1[CH2:6][CH2:5][O:4][C:3]1=[O:7].[CH2:8]([OH:12])[CH2:9][CH:10]=[CH2:11].C(B(CC)CC)C.CCO.C([O-])(O)=O.[Na+].[PH2](O)=O.N(C(C)(C)C#N)=NC(C)(C)C#N.Cl>O>[OH:12][CH2:8][CH2:9][CH2:10][CH2:11][CH:2]1[CH2:6][CH2:5][O:4][C:3]1=[O:7] |f:4.5|. Reported procedure: To a mixture of 3-iodo-dihydrofuran-2(3H)-one (15.0 g, 70.8 mmol) and but-3-en-1-ol (12.2 mL, 142 mmol) in water (680 mL) under an argon atmosphere was added a 1 M solution of triethylborane in EtOH (7.1 mL, 7.1 mmol). The flask was then charged with air and the reaction was stirred at room temperature for 2 hours. Solid NaHCO3 (35.7 g, 425 mmol) was added, followed by the careful addition of 50% hypophosphorous acid (39 mL, 360 mmol). After stirring at room temperature for 15 minutes, 2,2′-azob... The reactants are ClC1=C2C(=NC=C1F)NC=C2 (4-chloro-5-fluoro-1H-pyrrolo[2,3-b]pyridine), N1CCCCC1 (piperidine). Solvent: C(CCC)O (1-butanol), CCOC(=O)C (EtOAc), C(O)([O-])=O.[Na+] (sodium hydrogencarbonate). Run at temperature 180 celsius. Product: FC=1C(=C2C(=NC1)NC=C2)N2CCCCC2 (5-fluoro-4-(1-piperidinyl)-1H-pyrrolo[2,3-b]pyridine). The yield is 25.9%. As a reaction SMILES: Cl[C:2]1[C:7]([F:8])=[CH:6][N:5]=[C:4]2[NH:9][CH:10]=[CH:11][C:3]=12.[NH:12]1[CH2:17][CH2:16][CH2:15][CH2:14][CH2:13]1>C(O)CCC.CCOC(C)=O.C(=O)([O-])O.[Na+]>[F:8][C:7]1[C:2]([N:12]2[CH2:17][CH2:16][CH2:15][CH2:14][CH2:13]2)=[C:3]2[CH:11]=[CH:10][NH:9][C:4]2=[N:5][CH:6]=1 |f:4.5|. Procedure details: A mixture of 4-chloro-5-fluoro-1H-pyrrolo[2,3-b]pyridine (30 mg) and piperidine (50 mg) in 1-butanol (0.4 mL) was heated in the microwave reactor (120° C., 0.5 hour, 180° C., 2 hours). The reaction mixture was allowed to cool to ambient temperature and diluted with EtOAc (10 mL) and half-saturated aqueous sodium hydrogencarbonate (10 mL). The aqueous phase was extracted with EtOAc (10 mL) two times and combined organic layers were washed with brine (20 mL), dried over MgSO4, and concentrated. Pu...